From a dataset of the Open Reaction Database (ORD), a public repository of structured organic reaction records. describe an organic reaction: reactants, conditions, products, and yield Reactants: C(C)N1C(SC2=C1C=CC(=C2)N2C(O[C@H](C2)C(=O)OCCCC)=O)=O (butyl (5R)-3-(2,3-dihydro-3-ethyl-2-oxo-6-benzothiazolyl)-2-oxo-5-oxazolidinecarboxylate), N (ammonia). Run in CO (MeOH), CO (MeOH). Run at time 30 minute. Product: C(C)N1C(SC2=C1C=CC(=C2)N2C(O[C@H](C2)C(=O)N)=O)=O ((5R)-(−)-3-(2,3-dihydro-3-ethyl-2-oxo-6-benzothiazolyl)-2-oxo-5-oxazolidinecarboxamide). As a reaction SMILES: [CH2:1]([N:3]1[C:7]2[CH:8]=[CH:9][C:10]([N:12]3[CH2:16][C@H:15]([C:17](OCCCC)=[O:18])[O:14][C:13]3=[O:24])=[CH:11][C:6]=2[S:5][C:4]1=[O:25])[CH3:2].[NH3:26]>CO>[CH2:1]([N:3]1[C:7]2[CH:8]=[CH:9][C:10]([N:12]3[CH2:16][C@H:15]([C:17]([NH2:26])=[O:18])[O:14][C:13]3=[O:24])=[CH:11][C:6]=2[S:5][C:4]1=[O:25])[CH3:2]. Reported procedure: The butyl (5R)-3-(2,3-dihydro-3-ethyl-2-oxo-6-benzothiazolyl)-2-oxo-5-oxazolidinecarboxylate (Step 3, 500 mg, 1.37 mmol) is treated with 7N ammonia in MeOH (14 mL) with vigorous stirring, and the mixture is diluted with additional MeOH (20 mL) and stirred at ambient temperature for 30 mins. The resulting slurry is filtered to give the title compound, mp 211–212.5° C.; MS (ESI+) for C13H13N3O4S m/z 308 (M+H)+; [α]25D−25 (c 0.92, DMSO). Reactants: OO (hydrogen peroxide), CC=1C(=CC=C2C(CCSC12)=O)C(=O)O (8-methylthiochroman-4-one-7-carboxylic acid), C(C)(=O)O (acetic acid), O (water). Reagents/catalysts: [O-][W](=O)(=O)[O-].[Na+].[Na+] (sodium tungstate). Reaction conditions: time 1 hour. Product: CC=1C(=CC=C2C(CCS(C12)(=O)=O)=O)C(=O)O (8-Methyl-1,1-dioxothiochroman-4-one-7-carboxylic acid). As a reaction SMILES: [CH3:1][C:2]1[C:3]([C:13]([OH:15])=[O:14])=[CH:4][CH:5]=[C:6]2[C:11]=1[S:10][CH2:9][CH2:8][C:7]2=[O:12].OO.[OH2:18].C(O)(=[O:21])C>[O-][W]([O-])(=O)=O.[Na+].[Na+]>[CH3:1][C:2]1[C:3]([C:13]([OH:15])=[O:14])=[CH:4][CH:5]=[C:6]2[C:11]=1[S:10](=[O:21])(=[O:18])[CH2:9][CH2:8][C:7]2=[O:12] |f:4.5.6|. Procedure: 20 g (0.09 mol) of 8-methylthiochroman-4-one-7-carboxylic acid are dissolved in 100 ml of acetic acid. One spatula-tip full of sodium tungstate is added. 24.9 g (0.22 mol) of 30% strength hydrogen peroxide solution are then added dropwise at 50° C. Stirring is continued for one hour at RT. The reaction solution is then poured into water, during which process a precipitate is formed, which is filtered off with suction. The product is washed with water and then dried. Reactants: ClCCOC1=C(C=C2C(=C(C=NC2=C1)C#N)NC1=CC=C2C=NNC2=C1)OC (7-(2-chloro-ethoxy)-4-(1H-indazol-6-ylamino)-6-methoxy-quinoline-3-carbonitrile), product, OC1CCNCC1 (4-hydroxypiperidine), [I-].[Na+] (sodium iodide). Run in COCCOC (DME). Reaction conditions: temperature 135 celsius. The product is OC1CCN(CC1)CCOC1=C(C=C2C(=C(C=NC2=C1)C#N)NC1=CC=C2C=NNC2=C1)OC (7-[2-(4-Hydroxy-piperidin-1-yl)-ethoxy]-4-(-indazol-6-ylamino)-6-methoxy-quinoline-3-carbonitrile). As a reaction SMILES: Cl[CH2:2][CH2:3][O:4][C:5]1[CH:14]=[C:13]2[C:8]([C:9]([NH:17][C:18]3[CH:26]=[C:25]4[C:21]([CH:22]=[N:23][NH:24]4)=[CH:20][CH:19]=3)=[C:10]([C:15]#[N:16])[CH:11]=[N:12]2)=[CH:7][C:6]=1[O:27][CH3:28].[OH:29][CH:30]1[CH2:35][CH2:34][NH:33][CH2:32][CH2:31]1.[I-].[Na+]>COCCOC>[OH:29][CH:30]1[CH2:35][CH2:34][N:33]([CH2:2][CH2:3][O:4][C:5]2[CH:14]=[C:13]3[C:8]([C:9]([NH:17][C:18]4[CH:26]=[C:25]5[C:21]([CH:22]=[N:23][NH:24]5)=[CH:20][CH:19]=4)=[C:10]([C:15]#[N:16])[CH:11]=[N:12]3)=[CH:7][C:6]=2[O:27][CH3:28])[CH2:32][CH2:31]1 |f:2.3|. Procedure: Using an analogous procedure to that described in Example 157, 196.5 mg (0.5 mmol) of the 7-(2-chloro-ethoxy)-4-(1H-indazol-6-ylamino)-6-methoxy-quinoline-3-carbonitrile, 505.8 mg (5.0 mmol) of 4-hydroxypiperidine and 75.0 mg (0.5 mmol) of sodium iodide in 5 mL of DME was heated at 135° C. for 16 hr. The work up gave 97.9 mg (42.8%) of the product as a off white solid, m.p. 174° C. (dec.), mass (electrospray, m/e): M+H 459.0. Yields the product C(C)(C)(C)[C@@H]1CC[C@H](CC1)NC(=O)C1=CC(=NN1CC1=CC=C(C(=O)NCCC(=O)O)C=C1)C1=CC(=C(C(=C1)F)F)F (N-(4-{[5-{[(TRANS-4-TERT-BUTYLCYCLOHEXYL)AMINO]CARBONYL}-3-(3,4,5-TRIFLUOROPHENYL)-1H-PYRAZOL-1-YL]METHYL}BENZOYL)-β-ALANINE). Reaction SMILES: [C:1]([C@H:5]1[CH2:10][CH2:9][C@H:8]([NH:11][C:12]([C:14]2[N:18]([CH2:19][C:20]3[CH:28]=[CH:27][C:23]([C:24](O)=[O:25])=[CH:22][CH:21]=3)[N:17]=[C:16]([C:29]3[CH:34]=[C:33]([F:35])[C:32]([F:36])=[C:31]([F:37])[CH:30]=3)[CH:15]=2)=[O:13])[CH2:7][CH2:6]1)([CH3:4])([CH3:3])[CH3:2].C1C=NC2N(O)N=NC=2C=1.CCN(C(C)C)C(C)C.C([O:61][C:62](=[O:66])[CH2:63][CH2:64][NH2:65])(C)(C)C.C(Cl)CCl>CN(C=O)C.C(OCC)(=O)C>[C:1]([C@H:5]1[CH2:6][CH2:7][C@H:8]([NH:11][C:12]([C:14]2[N:18]([CH2:19][C:20]3[CH:28]=[CH:27][C:23]([C:24]([NH:65][CH2:64][CH2:63][C:62]([OH:61])=[O:66])=[O:25])=[CH:22][CH:21]=3)[N:17]=[C:16]([C:29]3[CH:30]=[C:31]([F:37])[C:32]([F:36])=[C:33]([F:35])[CH:34]=3)[CH:15]=2)=[O:13])[CH2:9][CH2:10]1)([CH3:4])([CH3:2])[CH3:3]. Procedure details: To a solution of the intermediate from example 1 step F (90 mg, 0.175 mmol) in DMF was added HOAt (36 mg, 0.26 mmol), DIEA (92 μL, 0.52 mmol), β-alanine-tert-butyl ester(48 mg, 0.26 mmol) and EDC (50 mg, 0.26 mmol). After stirring the reaction at room temperature for 18 hours it was diluted with ethyl acetate (20 mL), washed with 1N HCl, saturated NaHCO3, and saturated NaCl. The organic layer was dried over anhydrous Na2SO4, filtered and concentrated in vacuo. The residue was purified on the Bio... Starting materials: C(C)(C)(C)[C@@H]1CC[C@H](CC1)NC(=O)C1=CC(=NN1CC1=CC=C(C(=O)O)C=C1)C1=CC(=C(C(=C1)F)F)F (4-{[5-{[(trans-4-tert-butylcyclohexyl)amino]carbonyl}-3-(3,4,5-trifluorophenyl)-1H-pyrazol-1-yl]methyl}benzoic acid), C1=CC2=C(N=C1)N(N=N2)O (HOAt), CCN(C(C)C)C(C)C (DIEA), C(C)(C)(C)OC(CCN)=O (β-alanine-tert-butyl ester), C(CCl)Cl (EDC). The solvent is C(C)(=O)OCC (ethyl acetate), CN(C)C=O (DMF). Procedure details: To a suspension of NaBH4 (310 mg, 0.30 equivalents) in aqueous NaOH (30% w/w) was added 3-dimethylamino-1-thiophen-2-yl-propan-1-one hydrochloride (5.95 gm, 27.2 mmol) in portions, over 30 minutes. The cloudy mixture was stirred at room temperature. After 1 h a second portion of NaBH4 (310 mg, 0.30 equivalents) was added. The reaction mixture was stirred at room temperature under nitrogen. After approximately 20 h, HPLC showed complete conversion, and the cloudy mixture was cooled to 0° C. The r... Starting materials: Cl (HCl), [BH4-].[Na+] (NaBH4), [BH4-].[Na+] (NaBH4), Cl.CN(CCC(=O)C=1SC=CC1)C (3-dimethylamino-1-thiophen-2-yl-propan-1-one hydrochloride). Product: CN(CCC(O)C=1SC=CC1)C (3-Dimethylamino-1-thiophen-2-yl-propan-1-ol). Run in [OH-].[Na+] (NaOH). As a reaction SMILES: [BH4-].[Na+].Cl.[CH3:4][N:5]([CH3:15])[CH2:6][CH2:7][C:8]([C:10]1[S:11][CH:12]=[CH:13][CH:14]=1)=[O:9].Cl>[OH-].[Na+]>[CH3:15][N:5]([CH3:4])[CH2:6][CH2:7][CH:8]([C:10]1[S:11][CH:12]=[CH:13][CH:14]=1)[OH:9] |f:0.1,2.3,5.6|. The yield is 71.4%. Conditions: time 30 minute. The reactants are C(#CCCCCCCCCCCC)C1=C(C=CC=C1)C=C(P(OCC)(OCC)=O)P(OCC)(OCC)=O (Tetraethyl [2-[2-(1-tridecynyl)phenyl]ethenylidene]bisphosphonate), [OH-].[Li+] (Lithium hydroxide), CCOCC (ether). Run in O (water), O1CCCC1 (tetrahydrofuran), O1CCCC1 (tetrahydrofuran). Product: C(#CCCCCCCCCCCC)C1=C(C=CC=C1)/C=C/P(OCC)(OCC)=O (Diethyl E-2-[2-(1-tridecynyl)phenyl]ethenylphosphonate). Yield: 80.1%. Reaction SMILES: [C:1]([C:14]1[CH:19]=[CH:18][CH:17]=[CH:16][C:15]=1[CH:20]=[C:21](P(=O)(OCC)OCC)[P:22](=[O:29])([O:26][CH2:27][CH3:28])[O:23][CH2:24][CH3:25])#[C:2][CH2:3][CH2:4][CH2:5][CH2:6][CH2:7][CH2:8][CH2:9][CH2:10][CH2:11][CH2:12][CH3:13].[OH-].[Li+].CCOCC>O1CCCC1.O>[C:1]([C:14]1[CH:19]=[CH:18][CH:17]=[CH:16][C:15]=1/[CH:20]=[CH:21]/[P:22](=[O:29])([O:26][CH2:27][CH3:28])[O:23][CH2:24][CH3:25])#[C:2][CH2:3][CH2:4][CH2:5][CH2:6][CH2:7][CH2:8][CH2:9][CH2:10][CH2:11][CH2:12][CH3:13] |f:1.2|. Reported procedure: Tetraethyl [2-[2-(1-tridecynyl)phenyl]ethenylidene]bisphosphonate (2.0 g, 3.61 mmol) prepared according to Example 9 was dissolved in tetrahydrofuran (26 ml). Lithium hydroxide (0.152 g, 3.62 mmol) was dissolved in water (10 ml) and added to the tetrahydrofuran solution. After stirring the reaction overnight, ether was added, and the aqueous phase was extracted with ether. The combined ether layers were dried (MgSO4) and stripped down. The residue was chromatographed on silica eluting with 3% et... The reactants are FC1=CC(=C(C=C1F)NC(CC=1NC(C=C(N1)N1CCOCC1)=O)=O)O (N-(4,5-difluoro-2-hydroxyphenyl)-2-[4-(morpholin-4-yl)-6-oxo-1,6-dihydropyrimidin-2-yl]acetamide), O.CC1=CC=C(C=C1)S(=O)(=O)O (4-methylbenzenesulphonic acid hydrate), C(Cl)Cl (CH2Cl2), C(Cl)Cl.CO (CH2Cl2 MeOH). Run in C=1(C(=CC=CC1)C)C (xylene), C(C)OCC (diethyl ether), hydrate. Yields the product FC=1C(=CC2=C(N=C(O2)CC2=NC(=CC(N2)=O)N2CCOCC2)C1)F (2-[(5,6-difluoro-1,3-benzoxazol-2-yl)methyl]-6-(morpholin-4-yl)pyrimidin-4(3H)-one). Isolated yield 14.2%. Reaction SMILES: [F:1][C:2]1[C:7]([F:8])=[CH:6][C:5]([NH:9][C:10](=O)[CH2:11][C:12]2[NH:13][C:14](=[O:24])[CH:15]=[C:16]([N:18]3[CH2:23][CH2:22][O:21][CH2:20][CH2:19]3)[N:17]=2)=[C:4]([OH:26])[CH:3]=1.O.CC1C=CC(S(O)(=O)=O)=CC=1.C(Cl)Cl.C(Cl)Cl.CO>C1(C)C(C)=CC=CC=1.C(OCC)C>[F:8][C:7]1[C:2]([F:1])=[CH:3][C:4]2[O:26][C:10]([CH2:11][C:12]3[NH:13][C:14](=[O:24])[CH:15]=[C:16]([N:18]4[CH2:19][CH2:20][O:21][CH2:22][CH2:23]4)[N:17]=3)=[N:9][C:5]=2[CH:6]=1 |f:1.2,4.5|. Procedure details: The product can be prepared as described in stage 2 of Example 12, but using 465 mg of N-(4,5-difluoro-2-hydroxyphenyl)-2-[4-(morpholin-4-yl)-6-oxo-1,6-dihydropyrimidin-2-yl]acetamide in 30 ml of xylene and 77 mg of 4-methylbenzenesulphonique acid hydrate. After refluxing for six hours, addition of 100 mg of 4-methylbenzenesulphonic acid hydrate and purification by silica column chromatography, eluent: gradient of pure CH2Cl2 to CH2Cl2/MeOH: 96/04, the product obtained is taken up with 20 ml of ... Reactants: ClC1=C2C=CC=NC2=CC(=N1)C1=CC(=CC=C1)OC (5-chloro-7-(3-methoxyphenyl)-[1,6]naphthyridine), B(Br)(Br)Br (boron tribromide). The solvent is ClCCl (dichloromethane). Product: ClC1=C2C=CC=NC2=CC(=N1)C1=CC(=CC=C1)O (5-Chloro-7-(3-hydroxyphenyl)-[1,6]naphthyridine). The yield is 77.9%. As a reaction SMILES: [Cl:1][C:2]1[N:11]=[C:10]([C:12]2[CH:17]=[CH:16][CH:15]=[C:14]([O:18]C)[CH:13]=2)[CH:9]=[C:8]2[C:3]=1[CH:4]=[CH:5][CH:6]=[N:7]2.B(Br)(Br)Br>ClCCl>[Cl:1][C:2]1[N:11]=[C:10]([C:12]2[CH:17]=[CH:16][CH:15]=[C:14]([OH:18])[CH:13]=2)[CH:9]=[C:8]2[C:3]=1[CH:4]=[CH:5][CH:6]=[N:7]2. Reported procedure: To a solution of 5-chloro-7-(3-methoxyphenyl)-[1,6]naphthyridine (0.052 g, 0.2 mmol) in dichloromethane (2 mL) was added boron tribromide (1 M solution in dichloromethane, 0.4 mL, 0.4 mmol) at −78° C. The resulting mixture was slowly warmed to room temperature. The residue was quenched with water and neutralized with aqueous sodium carbonate. The aqueous solution was then extracted with dichloromethane (2×30 mL). The combined organic extracts were dried over anhydrous magnesium sulfate and conce... The product is COC=1C=C(C=CC1)CCC1=C(OCC2CN(CCC2)C)C=CC=C1 (3-{2-[2-(3-Methoxyphenyl)ethyl]phenoxymethyl}-1methylpiperidine). Reaction SMILES: C(O[C:6]([N:8]1[CH2:13][CH2:12][CH2:11][CH:10]([CH2:14][O:15][C:16]2[CH:21]=[CH:20][CH:19]=[CH:18][C:17]=2[CH2:22][CH2:23][C:24]2[CH:29]=[CH:28][CH:27]=[C:26]([O:30][CH3:31])[CH:25]=2)[CH2:9]1)=O)(C)(C)C.[H-].[Al+3].[Li+].[H-].[H-].[H-]>>[CH3:31][O:30][C:26]1[CH:25]=[C:24]([CH2:23][CH2:22][C:17]2[CH:18]=[CH:19][CH:20]=[CH:21][C:16]=2[O:15][CH2:14][CH:10]2[CH2:11][CH2:12][CH2:13][N:8]([CH3:6])[CH2:9]2)[CH:29]=[CH:28][CH:27]=1 |f:1.2.3.4.5.6|. Reported procedure: Following a procedure similar to that described in Example 38, 850 mg of 1-t-butoxycarbonyl-3-{2-[2-(3-methoxyphenyl) ethyl]phenoxymethyl}piperidine (prepared as described in Example 49) were reacted with 113 mg of lithium aluminum hydride. The mixture was then worked up as described in Example 38, and the crude product thus obtained was purified by column chromatography through silica gel, using a 10:1 by volume mixture of methylene chloride and methanol as the eluent, to give 520 mg (yield 76%... The yield is 76.7%. The reactants are C(C)(C)(C)OC(=O)N1CC(CCC1)COC1=C(C=CC=C1)CCC1=CC(=CC=C1)OC (1-t-Butoxycarbonyl-3-{2-[2-(3-methoxyphenyl)ethyl]phenoxymethyl}piperidine), [H-].[Al+3].[Li+].[H-].[H-].[H-] (lithium aluminum hydride). The reactants are Cl (HCl), C(C)OC(C(CS(=O)(=O)Cl)CC1=CC=CC=C1)=O (2-benzyl-3-chlorosulphonylpropionic acid ethyl ester), solution, CNC (dimethylamine). The solvent is C(Cl)Cl (methylene chloride), C(C)O (ethanol). Run at time 15 minute. Yields the product C(C)OC(C(CS(=O)(=O)N(C)C)CC1=CC=CC=C1)=O (2-benzyl-3-dimethylaminosulphonyl-propionic acid ethyl ester). Reaction SMILES: [CH2:1]([O:3][C:4](=[O:18])[CH:5]([CH2:11][C:12]1[CH:17]=[CH:16][CH:15]=[CH:14][CH:13]=1)[CH2:6][S:7](Cl)(=[O:9])=[O:8])[CH3:2].[CH3:19][NH:20][CH3:21].Cl>C(Cl)Cl.C(O)C>[CH2:1]([O:3][C:4](=[O:18])[CH:5]([CH2:11][C:12]1[CH:17]=[CH:16][CH:15]=[CH:14][CH:13]=1)[CH2:6][S:7]([N:20]([CH3:21])[CH3:19])(=[O:9])=[O:8])[CH3:2]. Reported procedure: A solution of 359 mg of 2-benzyl-3-chlorosulphonylpropionic acid ethyl ester in 2 ml of methylene chloride is cooled to -10° and 0.464 ml of a 5.6M solution of dimethylamine in ethanol is added thereto. The solution is stirred for 15 minutes at -15°, mixed with 2N HCl and extracted with methylene chloride. The extracts are washed with water, dried with magnesium sulphate and concentrated by evaporation. The residue is chromatographed on silica gel with eluant C. Rf (A)=0.43.